This data is from the Open Reaction Database (ORD), a public repository of structured organic reaction records. The task is: describe an organic reaction: reactants, conditions, products, and yield The reactants are COCCOC([O-])C.[Na+] (sodium methoxyethoxyethoxide), BrCC1=CSC=C1 (3-(bromomethyl)thiophene), COCCOC(C)O (methoxyethoxyethanol). The solvent is C(Cl)(Cl)(Cl)Cl (carbon tetrachloride). Product: COCCOCCOCC1=CSC=C1 (3-(methoxyethoxyethoxymethyl)thiophene). The yield is 46.0%. As a reaction SMILES: [CH3:1][O:2][CH2:3][CH2:4][O:5][CH:6]([CH3:8])[O-].[Na+].Br[CH2:11][C:12]1[CH:16]=[CH:15][S:14][CH:13]=1.C[O:18]CCOC(O)C>C(Cl)(Cl)(Cl)Cl>[CH3:1][O:2][CH2:3][CH2:4][O:5][CH2:6][CH2:8][O:18][CH2:11][C:12]1[CH:16]=[CH:15][S:14][CH:13]=1 |f:0.1|. Procedure details: A solution of sodium methoxyethoxyethoxide (29.6 g, 0.2 mol) in methoxyethoxyethanol (100 ml) was added to a solution of 3-(bromomethyl)thiophene (12.4 g, 0.07 mol) in carbon tetrachloride (25 ml) and the mixture heated under reflux for 12 hours. Work-up as described in Example 1 gave a crude oil which was distilled under reduced pressure to yield 3-(methoxyethoxyethoxymethyl)thiophene (7.0 g, 46%), B.p. 136°-138° C./10 mm. Hg. (Found: C, 56.0; H, 7.0; S, 15.1. Calculated for C10H16O3S: C, 55.5;... The reactants are [N+](=O)([O-])C1=C2C=CC=NC2=C2N=CC=CC2=C1 (5-nitro-1,10-phenanthroline), [N+](=O)([O-])C1=C2C=CC=NC2=C2N=CC=CC2=C1 (5-nitro-1,10-phenanthroline), O.NN (hydrazine hydrate). Reagents/catalysts: [Pd] (Pd/C). The solvent is CCO (EtOH). Conditions: temperature 70 celsius, time 24 hour. Product: N1=CC=CC=2C(=CC3=CC=CN=C3C12)N (1,10-Phenanthroline-5-amine). Yield: 81.0%. Reaction SMILES: [N+:1]([C:4]1[CH:17]=[C:16]2[C:11]([N:12]=[CH:13][CH:14]=[CH:15]2)=[C:10]2[C:5]=1[CH:6]=[CH:7][CH:8]=[N:9]2)([O-])=O.O.NN>CCO.[Pd]>[N:9]1[C:10]2[C:11]3[C:16](=[CH:15][CH:14]=[CH:13][N:12]=3)[CH:17]=[C:4]([NH2:1])[C:5]=2[CH:6]=[CH:7][CH:8]=1 |f:1.2|. Procedure: This compound was synthesized by the reduction of 5-nitro-1,10-phenanthroline. The procedure was manipulated under argon. To a suspension of 5-nitro-1,10-phenanthroline (2.06 g, 9.0 mmol) and 10% Pd/C (0.280 g) in 90 ml of 95% EtOH, hydrazine hydrate (2.0 ml, 42 mmol) was added dropwise. The mixture was heated for 3 h at 70° C. and then filtered hot through a glass-fiber filter to remove the catalyst. The yellow solution was concentrated to 25 ml and left at 4° C. for 24 hours. The precipitate w... Reactants: O=C([O-])[O-], C[Si](C)(C)C#Cc1cccc(-c2c(Cc3ccccc3)cnc3c(C(F)(F)F)cccc23)c1, CO, CCOC(C)=O, [K+], [K+]. Product: C#Cc1cccc(-c2c(Cc3ccccc3)cnc3c(C(F)(F)F)cccc23)c1. Reaction SMILES: [C:34](=[O:35])([O-:36])[O-:37].[CH2:1]([c:2]1[cH:3][cH:4][cH:5][cH:6][cH:7]1)[c:8]1[cH:9][n:10][c:11]2[c:12]([C:30]([F:31])([F:32])[F:33])[cH:13][cH:14][cH:15][c:16]2[c:17]1-[c:18]1[cH:19][c:20]([C:24]#[C:25][Si:26]([CH3:27])([CH3:28])[CH3:29])[cH:21][cH:22][cH:23]1.[CH3:40][OH:41].[CH3:42][CH2:43][O:44][C:45](=[O:46])[CH3:47].[K+:38].[K+:39]>>[CH2:1]([c:2]1[cH:3][cH:4][cH:5][cH:6][cH:7]1)[c:8]1[cH:9][n:10][c:11]2[c:12]([C:30]([F:31])([F:32])[F:33])[cH:13][cH:14][cH:15][c:16]2[c:17]1-[c:18]1[cH:19][c:20]([C:24]#[CH:25])[cH:21][cH:22][cH:23]1. The reactants are O (water), [N+](=O)([O-])/C=C/C1=CC=C(COC2=NC=CC=C2)C=C1 (2-(4-((E)-2-nitro-vinyl)-benzyloxy)-pyridine), [BH4-].[Na+] (sodium borohydride), Example 1-4-3, C(C)(=O)O (acetic acid). The solvent is C(C)OCC (diethyl ether), C(C)(=O)OCC (ethyl acetate), CS(=O)C (dimethylsulfoxide). Reaction conditions: time 40 minute. Yields the product [N+](=O)([O-])CCC1=CC=C(COC2=NC=CC=C2)C=C1 (2-(4-(2-Nitro-ethyl)-benzyloxy)-pyridine). Reaction SMILES: [N+:1](/[CH:4]=[CH:5]/[C:6]1[CH:19]=[CH:18][C:9]([CH2:10][O:11][C:12]2[CH:17]=[CH:16][CH:15]=[CH:14][N:13]=2)=[CH:8][CH:7]=1)([O-:3])=[O:2].C(O)(=O)C.[BH4-].[Na+].O>CS(C)=O.C(OCC)C.C(OCC)(=O)C>[N+:1]([CH2:4][CH2:5][C:6]1[CH:19]=[CH:18][C:9]([CH2:10][O:11][C:12]2[CH:17]=[CH:16][CH:15]=[CH:14][N:13]=2)=[CH:8][CH:7]=1)([O-:3])=[O:2] |f:2.3|. Procedure details: To a solution of 2-(4-((E)-2-nitro-vinyl)-benzyloxy)-pyridine described in Preparation Example 1-4-3 (30.8 g, 120 mmol) and acetic acid (7.4 mL) in dimethylsulfoxide (150 mL) was added sodium borohydride (2.45 g, 64.8 mmol) at below 30° C. The reaction solution was stirred at room temperature for 40 minutes. To the reaction solution were added water and ethyl acetate and diethyl ether at below 30° C, and partitioned into water and organic layer. The aqueous layer was extracted with ethyl acetate... Starting materials: ClCCl, C1CCOC1, CC(C)[N-]C(C)C, CCOC=O, Clc1ccncc1, Clc1ccncc1, Cl, [Li+], [Na+], O=C([O-])O, O. As a reaction SMILES: [CH2:34]([Cl:35])[Cl:36].[CH2:37]1[O:38][CH2:39][CH2:40][CH2:41]1.[CH3:17][CH:18]([N-:19][CH:20]([CH3:21])[CH3:22])[CH3:23].[CH:24](=[O:25])[O:26][CH2:27][CH3:28].[Cl:1][c:2]1[cH:3][cH:4][n:5][cH:6][cH:7]1.[Cl:9][c:10]1[cH:11][cH:12][n:13][cH:14][cH:15]1.[ClH:8].[Li+:16].[Na+:33].[O-:29][C:30]([OH:31])=[O:32].[OH2:42]>>[Cl:1][c:2]1[c:3]([CH:24]=[O:25])[cH:4][n:5][cH:6][cH:7]1. The product is O=Cc1cnccc1Cl. Starting materials: Cl (Hydrochloric acid), C(C)(C)(C)[Si](OCC(OC=1C=C(C=C2C=C(NC12)C=1SC(CN1)CC(=O)OCC)OC1=CC=C(C=C1)S(=O)(=O)C)C)(C1=CC=CC=C1)C(C)(C)C (Ethyl (2-{7-(2-{[di-tert-butyl(phenyl)silyl]oxy}-1-methylethoxy)-5-[4-(methylsulfonyl)phenoxy]-1H-indol-2-yl}-4,5-dihydro-1,3-thiazol-5-yl)acetate), [BH4-].[Li+] (lithium borohydride), [BH4-].[Li+] (Lithium borohydride), C(C)(=O)OCC (ethyl acetate). Solvent: CCCCCC (hexane), O1CCCC1 (tetrahydrofuran). Run at time 1 hour. The product is C(C)(C)(C)[Si](OCC(OC=1C=C(C=C2C=C(NC12)C=1SC(CN1)CCO)OC1=CC=C(C=C1)S(=O)(=O)C)C)(C1=CC=CC=C1)C(C)(C)C (2-(2-{7-(2-{[Di-tert-butyl(phenyl)silyl]oxy}-1-methylethoxy)-5-[4-(methylsulfonyl)phenoxy]-1H-indol-2-yl}-4,5-dihydro-1,3-thiazol-5-yl)ethanol). Isolated yield 26.1%. RXN SMILES: [C:1]([Si:5]([C:48]([CH3:51])([CH3:50])[CH3:49])([C:42]1[CH:47]=[CH:46][CH:45]=[CH:44][CH:43]=1)[O:6][CH2:7][CH:8]([CH3:41])[O:9][C:10]1[CH:11]=[C:12]([O:30][C:31]2[CH:36]=[CH:35][C:34]([S:37]([CH3:40])(=[O:39])=[O:38])=[CH:33][CH:32]=2)[CH:13]=[C:14]2[C:18]=1[NH:17][C:16]([C:19]1[S:20][CH:21]([CH2:24][C:25](OCC)=[O:26])[CH2:22][N:23]=1)=[CH:15]2)([CH3:4])([CH3:3])[CH3:2].[BH4-].[Li+].Cl.C(OCC)(=O)C>O1CCCC1.CCCCCC>[C:48]([Si:5]([C:1]([CH3:2])([CH3:4])[CH3:3])([C:42]1[CH:47]=[CH:46][CH:45]=[CH:44][CH:43]=1)[O:6][CH2:7][CH:8]([CH3:41])[O:9][C:10]1[CH:11]=[C:12]([O:30][C:31]2[CH:32]=[CH:33][C:34]([S:37]([CH3:40])(=[O:38])=[O:39])=[CH:35][CH:36]=2)[CH:13]=[C:14]2[C:18]=1[NH:17][C:16]([C:19]1[S:20][CH:21]([CH2:24][CH2:25][OH:26])[CH2:22][N:23]=1)=[CH:15]2)([CH3:51])([CH3:49])[CH3:50] |f:1.2|. Procedure: Ethyl (2-{7-(2-{[di-tert-butyl(phenyl)silyl]oxy}-1-methylethoxy)-5-[4-(methylsulfonyl)phenoxy]-1H-indol-2-yl}-4,5-dihydro-1,3-thiazol-5-yl)acetate (500 mg) was dissolved in tetrahydrofuran (20 mL), lithium borohydride (21 mg) was added under ice-cooling, and the mixture was stirred for 1 hr. Lithium borohydride (28 mg) was added again to the reaction solution, and the mixture was further stirred at room temperature for 1 hr, and then at 50° C. for 7 hr. 1M Hydrochloric acid was added to the reac...